describe an organic reaction: reactants, conditions, products, and yield From a dataset of the Open Reaction Database (ORD), a public repository of structured organic reaction records. Reactants: COC(=O)c1ccc(F)cc1Br, OB(O)C=Cc1ccccc1, [K+], [K+], [K+], C1COCCO1, O=P([O-])([O-])[O-], c1ccc(P(c2ccccc2)(c2ccccc2)[Pd](P(c2ccccc2)(c2ccccc2)c2ccccc2)(P(c2ccccc2)(c2ccccc2)c2ccccc2)P(c2ccccc2)(c2ccccc2)c2ccccc2)cc1. Product: COC(=O)c1ccc(F)cc1CCc1ccccc1. RXN SMILES: [Br:1][c:2]1[c:3]([C:4](=[O:5])[O:6][CH3:7])[cH:8][cH:9][c:10]([F:12])[cH:11]1.[CH:13](=[CH:14][c:15]1[cH:16][cH:17][cH:18][cH:19][cH:20]1)[B:21]([OH:22])[OH:23].[K+:29].[K+:30].[K+:31].[O:32]1[CH2:33][CH2:34][O:35][CH2:36][CH2:37]1.[P:24]([O-:25])([O-:26])([O-:27])=[O:28].[cH:38]1[cH:39][cH:40][c:41]([P:42]([Pd:43]([P:44]([c:45]2[cH:46][cH:47][cH:48][cH:49][cH:50]2)([c:51]2[cH:52][cH:53][cH:54][cH:55][cH:56]2)[c:57]2[cH:58][cH:59][cH:60][cH:61][cH:62]2)([P:63]([c:64]2[cH:65][cH:66][cH:67][cH:68][cH:69]2)([c:70]2[cH:71][cH:72][cH:73][cH:74][cH:75]2)[c:76]2[cH:77][cH:78][cH:79][cH:80][cH:81]2)[P:82]([c:83]2[cH:84][cH:85][cH:86][cH:87][cH:88]2)([c:89]2[cH:90][cH:91][cH:92][cH:93][cH:94]2)[c:95]2[cH:96][cH:97][cH:98][cH:99][cH:100]2)([c:101]2[cH:102][cH:103][cH:104][cH:105][cH:106]2)[c:107]2[cH:108][cH:109][cH:110][cH:111][cH:112]2)[cH:113][cH:114]1>>[c:2]1([CH2:13][CH2:14][c:15]2[cH:16][cH:17][cH:18][cH:19][cH:20]2)[c:3]([C:4](=[O:5])[O:6][CH3:7])[cH:8][cH:9][c:10]([F:12])[cH:11]1. The reactants are COC([C@@H](NC(=O)N(C)CC(CO)O)CC1=CC=C(C=C1)OC)=O ((N-Methyl-2,3-dihydroxypropylamino)carbonyl-(O-methyl)tyrosine Methyl Ester), LiOH monohydrate, Cl (HCl). The solvent is O1CCOCC1 (dioxane), O (water). Product: CN(C(=O)N[C@@H](CC1=CC=C(C=C1)OC)C(=O)O)CC(CO)O ((N-Methyl 2,3-dihydroxypropylamino)carbonyl-(O-methyl)tyrosine). As a reaction SMILES: C[O:2][C:3](=[O:24])[C@H:4]([CH2:15][C:16]1[CH:21]=[CH:20][C:19]([O:22][CH3:23])=[CH:18][CH:17]=1)[NH:5][C:6]([N:8]([CH2:10][CH:11]([OH:14])[CH2:12][OH:13])[CH3:9])=[O:7].Cl>O1CCOCC1.O>[CH3:9][N:8]([CH2:10][CH:11]([OH:14])[CH2:12][OH:13])[C:6]([NH:5][C@H:4]([C:3]([OH:24])=[O:2])[CH2:15][C:16]1[CH:17]=[CH:18][C:19]([O:22][CH3:23])=[CH:20][CH:21]=1)=[O:7]. Procedure: The resultant compound from Example 55 (114 mg, 0.355 mmol) in dioxane (4 ml) and water (2 ml) at 0° C. was treated with LiOH monohydrate (42.0 mg, 1 mmol). After 90 min 2M HCl (0.6 ml, 1.2 mmol) was added and the mixture was evaporated to a foam which was used without further purification, DCI-MS: (M+H)=327. Reactants: C(C)(=O)SC=1N=CN2C1SC=C2 (7-acetylthioimidazo[5,1-b]thiazole), BrCCO (2-bromo ethanol). The product is BrCCSC=1N=CN2C1SC=C2 (7-(2-bromoethyl)thioimidazo[5,1-b]thiazole). RXN SMILES: [C:1]([S:4][C:5]1[N:6]=[CH:7][N:8]2[CH:12]=[CH:11][S:10][C:9]=12)(=O)[CH3:2].[Br:13]CCO>>[Br:13][CH2:2][CH2:1][S:4][C:5]1[N:6]=[CH:7][N:8]2[CH:12]=[CH:11][S:10][C:9]=12. Reported procedure: The procedure of Synthesis Example 11b) was repeated, except that 990 mg of 7-acetylthioimidazo[5,1-b]thiazole and 0.461 ml of 2-bromo ethanol were used as the starting compounds. Thus, 1.06 g of 7-(2-bromoethyl)thioimidazo[5,1-b]thiazole was prepared. Starting materials: Cl (hydrochloric acid), CON(C(CCCC)=O)C (pentanoic acid methoxy-methyl-amide), C(C1=CC=CC=C1)[Mg]Cl (benzylmagnesium chloride). Run in C1CCOC1 (THF). The product is petroleum ether diethyl ether, C1(=CC=CC=C1)CC(CCCC)=O (1-phenylhexan-2-one). Isolated yield 70.6%. RXN SMILES: CON(C)[C:4](=[O:9])[CH2:5][CH2:6][CH2:7][CH3:8].[CH2:11]([Mg]Cl)[C:12]1[CH:17]=[CH:16][CH:15]=[CH:14][CH:13]=1.Cl>C1COCC1>[C:12]1([CH2:11][C:4](=[O:9])[CH2:5][CH2:6][CH2:7][CH3:8])[CH:17]=[CH:16][CH:15]=[CH:14][CH:13]=1. Procedure details: Part B: To a magnetically stirred solution of pentanoic acid methoxy-methyl-amide (8.6 g, 59.3 mmol) at 0° C. in anhydrous THF (100 ml) was slowly added benzylmagnesium chloride (2 M solution in THF, 45 ml, 90 mmol) and the resulting mixture was reacted for 20 hours in a nitrogen atmosphere at room temperature. The reaction mixture was poured in excess of a cold (0° C.) aqueous hydrochloric acid (4 N solution) and extracted with MTBE. The organic layer was dried over Na2SO4, filtered and concent...